Dataset: the Open Reaction Database (ORD), a public repository of structured organic reaction records. Task: describe an organic reaction: reactants, conditions, products, and yield Yields the product Nc1ccc(OCc2ccccc2)c(F)c1. RXN SMILES: [CH2:4]([c:5]1[cH:6][cH:7][cH:8][cH:9][cH:10]1)[O:11][c:12]1[c:13]([F:21])[cH:14][c:15]([N+:18]([O-:19])=[O:20])[cH:16][cH:17]1.[CH3:22][OH:23].[NH2:2][NH2:3].[OH2:1]>>[CH2:4]([c:5]1[cH:6][cH:7][cH:8][cH:9][cH:10]1)[O:11][c:12]1[c:13]([F:21])[cH:14][c:15]([NH2:18])[cH:16][cH:17]1. The reactants are O=[N+]([O-])c1ccc(OCc2ccccc2)c(F)c1, CO, NN, O.